This data is from the Open Reaction Database (ORD), a public repository of structured organic reaction records. The task is: describe an organic reaction: reactants, conditions, products, and yield The reactants are FC(C=1C=C(CN2C=NC(=C2I)C#N)C=C(C1)C(F)(F)F)(F)F (1-(3,5-Bis-trifluoromethyl-benzyl)-5-iodo-1H-imidazole-4-carbonitrile), C(CCC)[Sn](C=1C=NC=CC1)(CCCC)CCCC (3-tributylstannanyl-pyridine). Reagents/catalysts: C1=CC=C(C=C1)C#N.C1=CC=C(C=C1)C#N.Cl[Pd]Cl (bis(benzonitrile)dichloropalladium(II)). Run in C(C)#N (acetonitrile). Reaction conditions: time 72 hour. Yields the product FC(C=1C=C(CN2C=NC(=C2C=2C=NC=CC2)C#N)C=C(C1)C(F)(F)F)(F)F (1-(3,5-Bis-trifluoromethyl-benzyl)-5-pyridin-3-yl-1H-imidazole-4-carbonitrile). Reaction SMILES: [F:1][C:2]([F:23])([F:22])[C:3]1[CH:4]=[C:5]([CH:15]=[C:16]([C:18]([F:21])([F:20])[F:19])[CH:17]=1)[CH2:6][N:7]1[C:11](I)=[C:10]([C:13]#[N:14])[N:9]=[CH:8]1.C([Sn](CCCC)(CCCC)[C:29]1[CH:30]=[N:31][CH:32]=[CH:33][CH:34]=1)CCC>C(#N)C.C1C=CC(C#N)=CC=1.C1C=CC(C#N)=CC=1.Cl[Pd]Cl>[F:1][C:2]([F:23])([F:22])[C:3]1[CH:4]=[C:5]([CH:15]=[C:16]([C:18]([F:21])([F:20])[F:19])[CH:17]=1)[CH2:6][N:7]1[C:11]([C:29]2[CH:30]=[N:31][CH:32]=[CH:33][CH:34]=2)=[C:10]([C:13]#[N:14])[N:9]=[CH:8]1 |f:3.4.5|. Procedure details: In a pressure vessel dissolve 1-(3,5-Bis-trifluoromethyl-benzyl)-5-iodo-1H-imidazole-4-carbonitrile (0.52 g, 1.2 mmol) in acetonitrile. Add 3-tributylstannanyl-pyridine (0.64 g, 1.7 mmol) and bis(benzonitrile)dichloropalladium(II) (22 mg, 0.06 mmol), and stir at 100° C. After 72 h, quench with sat. aq. NaHCO3, and extract with ether. Wash the organic layer with brine, dry over MgSO4, filter, and concentrate. Purify by radial chromatography on silica gel to give the title compound: MS (ES) 397.2 ... Reported procedure: To a solution of 2.14 g of 1-(3,5-dichloro-4-pyridinyl)-1H-pyrrole-2-carbaldehyde in 10 ml of N,N-dimethylformamide was added 1.7 g of N-bromosuccinimide. The mixture was stirred at room temperature for 2 hours. Water was poured into the reaction mixture, and a deposited precipitate was collected by filtration to obtain 2.9 g of 4-bromo-1-(3,5-dichloro-4-pyridinyl)-1H-pyrrole-2-carbaldehyde of the formula: Run at time 2 hour. Starting materials: ClC=1C=NC=C(C1N1C(=CC=C1)C=O)Cl (1-(3,5-dichloro-4-pyridinyl)-1H-pyrrole-2-carbaldehyde), BrN1C(CCC1=O)=O (N-bromosuccinimide), O (Water). Run in CN(C=O)C (N,N-dimethylformamide). Yields the product BrC=1C=C(N(C1)C1=C(C=NC=C1Cl)Cl)C=O (4-bromo-1-(3,5-dichloro-4-pyridinyl)-1H-pyrrole-2-carbaldehyde). The yield is 102.1%. Reaction SMILES: [Cl:1][C:2]1[CH:3]=[N:4][CH:5]=[C:6]([Cl:15])[C:7]=1[N:8]1[CH:12]=[CH:11][CH:10]=[C:9]1[CH:13]=[O:14].[Br:16]N1C(=O)CCC1=O.O>CN(C)C=O>[Br:16][C:11]1[CH:10]=[C:9]([CH:13]=[O:14])[N:8]([C:7]2[C:2]([Cl:1])=[CH:3][N:4]=[CH:5][C:6]=2[Cl:15])[CH:12]=1.